From a dataset of the Open Reaction Database (ORD), a public repository of structured organic reaction records. describe an organic reaction: reactants, conditions, products, and yield Reactants: C(C)(C)C1=NC(=C(C(=C1CO)C1=CC=C(C=C1)OCC1=CC=CC=C1)C=CCCC)C(C)C (2,6-Diisopropyl-3-hydroxymethyl-4-(4-benzyloxyphenyl)-5-(pent-1-enyl)pyridine). The reagents and catalysts are [Pd] (palladium on carbon). Run in C(C)O (ethanol). Run at time 14 hour. The product is C(C)(C)C1=NC(=C(C(=C1CO)C1=CC=C(C=C1)O)CCCCC)C(C)C (2,6-Diisopropyl-3-hydroxymethyl-4-(4-hydroxyphenyl)-5-pentylpyridine). Yield: 92.4%. Reaction SMILES: [CH:1]([C:4]1[C:9]([CH2:10][OH:11])=[C:8]([C:12]2[CH:17]=[CH:16][C:15]([O:18]CC3C=CC=CC=3)=[CH:14][CH:13]=2)[C:7]([CH:26]=[CH:27][CH2:28][CH2:29][CH3:30])=[C:6]([CH:31]([CH3:33])[CH3:32])[N:5]=1)([CH3:3])[CH3:2]>C(O)C.[Pd]>[CH:1]([C:4]1[C:9]([CH2:10][OH:11])=[C:8]([C:12]2[CH:13]=[CH:14][C:15]([OH:18])=[CH:16][CH:17]=2)[C:7]([CH2:26][CH2:27][CH2:28][CH2:29][CH3:30])=[C:6]([CH:31]([CH3:32])[CH3:33])[N:5]=1)([CH3:3])[CH3:2]. Reported procedure: 2,6-Diisopropyl-3-hydroxymethyl-4-(4benzyloxyphenyl)-5-(pent-1-enyl)pyridine (Example 160) (500 mg, 1.13 mmol) was dissolved in absolute ethanol (10 mL) under argon, treated with 10% palladium on carbon (15 mg), then stirred under a hydrogen atmosphere for 14 h. After purging the system with argon, the catalyst was removed by filtration through a pad of Celite. The solvent was removed and the residue purified by flash chromatography (5% methanol-methylene chloride) to yield 371 mg of the title c... Reactants: CN(C)CC#Cc1ccc2c(c1)COC2=C1C(=O)Nc2ccccc21, CO, [H][H]. The product is CN(C)CCCc1ccc2c(c1)COC2=C1C(=O)Nc2ccccc21. Reaction SMILES: [CH3:1][N:2]([CH2:3][C:4]#[C:5][c:6]1[cH:7][c:8]2[c:12]([cH:13][cH:14]1)[C:11](=[C:15]1[C:16](=[O:24])[NH:17][c:18]3[cH:19][cH:20][cH:21][cH:22][c:23]31)[O:10][CH2:9]2)[CH3:25].[CH3:28][OH:29].[H:26][H:27]>>[CH3:1][N:2]([CH2:3][CH2:4][CH2:5][c:6]1[cH:7][c:8]2[c:12]([cH:13][cH:14]1)[C:11](=[C:15]1[C:16](=[O:24])[NH:17][c:18]3[cH:19][cH:20][cH:21][cH:22][c:23]31)[O:10][CH2:9]2)[CH3:25]. Starting materials: O=C1CCC(CC1)NC1=C(C(=NC=C1)COC)OC (4-(4-Oxocyclohexylamino]-3-methoxy-2-methoxymethylpyridine), C(C1=CC=CC=C1)ON (O-benzylhydroxylamine). The product is C(C1=CC=CC=C1)ON=C1CCC(CC1)NC1=C(C(=NC=C1)COC)OC (4-[4-(O-Benzyloximino)cyclohexylamino]-3-methoxy-2-methoxymethylpyridine). Reaction SMILES: O=[C:2]1[CH2:7][CH2:6][CH:5]([NH:8][C:9]2[CH:14]=[CH:13][N:12]=[C:11]([CH2:15][O:16][CH3:17])[C:10]=2[O:18][CH3:19])[CH2:4][CH2:3]1.[CH2:20]([O:27][NH2:28])[C:21]1[CH:26]=[CH:25][CH:24]=[CH:23][CH:22]=1>>[CH2:20]([O:27][N:28]=[C:2]1[CH2:7][CH2:6][CH:5]([NH:8][C:9]2[CH:14]=[CH:13][N:12]=[C:11]([CH2:15][O:16][CH3:17])[C:10]=2[O:18][CH3:19])[CH2:4][CH2:3]1)[C:21]1[CH:26]=[CH:25][CH:24]=[CH:23][CH:22]=1. Procedure: The synthesis was carried out analogously to Example 57 using 4-(4-oxocyclohexylamino)-3-methoxy-2-methoxymethylpyridine (Example 56) and O-benzylhydroxylamine.